Task: describe an organic reaction: reactants, conditions, products, and yield. Dataset: the Open Reaction Database (ORD), a public repository of structured organic reaction records Reactants: ClCCl, O=C(Oc1ccc([N+](=O)[O-])cc1)Oc1ccc([N+](=O)[O-])cc1, O, OC1CCOC1. The product is O=C(Oc1ccc([N+](=O)[O-])cc1)OC1CCOC1. As a reaction SMILES: [Cl:29][CH2:30][Cl:31].[N+:7](=[O:8])([O-:9])[c:10]1[cH:11][cH:12][c:13]([O:16][C:17]([O:18][c:20]2[cH:21][cH:22][c:23]([N+:24]([O-:25])=[O:26])[cH:27][cH:28]2)=[O:19])[cH:14][cH:15]1.[OH2:32].[OH:1][CH:2]1[CH2:3][O:4][CH2:5][CH2:6]1>>[O:1]([CH:2]1[CH2:3][O:4][CH2:5][CH2:6]1)[C:17]([O:16][c:13]1[cH:12][cH:11][c:10]([N+:7](=[O:8])[O-:9])[cH:15][cH:14]1)=[O:18]. The reactants are CN1NC2=C(CN(CC2)C(=O)OC(C)(C)C)C1C (tert-butyl 2,3-dimethyl-6,7-dihydro-1H-pyrazolo[4,3-c]pyridine-5(4H)-carboxylate), Cl (HCl). Run in CO (MeOH), CCOC(=O)C (EtOAc). The product is Cl.CN1N=C2C(CNCC2)=C1C (2,3-dimethyl-4,5,6,7-tetrahydro-2H-pyrazolo[4,3-c]pyridine hydrochloride). Isolated yield 91.9%. As a reaction SMILES: [CH3:1][N:2]1[CH:17]([CH3:18])[C:5]2[CH2:6][N:7](C(OC(C)(C)C)=O)[CH2:8][CH2:9][C:4]=2[NH:3]1.[ClH:19]>CO.CCOC(C)=O>[ClH:19].[CH3:1][N:2]1[C:17]([CH3:18])=[C:5]2[CH2:6][NH:7][CH2:8][CH2:9][C:4]2=[N:3]1 |f:4.5|. Procedure details: To a solution of tert-butyl 2,3-dimethyl-6,7-dihydro-1H-pyrazolo[4,3-c]pyridine-5(4H)-carboxylate (3.0 g) in MeOH was added a solution of HCl in EtOAc (3.0 M). White solid was precipitated out after 3.0 h reaction. The resulted mixture was filtered and the residue was dried to give the title compound as a white solid (2.10 g, 91.90%). The compound was characterized by the following spectroscopic data: MS (ESI, pos. ion) m/z: 152.21 (M+1).